This data is from the Open Reaction Database (ORD), a public repository of structured organic reaction records. The task is: describe an organic reaction: reactants, conditions, products, and yield Reactants: CCCS, COC(=O)CCCCl, C[O-], [Na+], O. Yields the product CCCSCCCC(=O)OC. As a reaction SMILES: [CH2:12]([CH2:13][CH3:14])[SH:15].[CH3:1][O:2][C:3]([CH2:4][CH2:5][CH2:6][Cl:7])=[O:8].[CH3:9][O-:10].[Na+:11].[OH2:16]>>[CH3:1][O:2][C:3]([CH2:4][CH2:5][CH2:6][S:15][CH2:12][CH2:13][CH3:14])=[O:8]. The reactants are NC=1C(=C(C(=C(C(=O)O)C1I)I)C(=O)NC(CO)(C)C)I (5-amino-N-(2-hydroxy-1,1-dimethylethyl)-2,4,6-triiodoisophthalamic acid), C(CCCCC(=O)Cl)(=O)Cl (hexanedioic acid dichloride), product. Run in CC(=O)N(C)C (dimethylacetamide). Product: C(CCCCC(=O)NC=1C(=C(C(=C(C(=O)O)C1I)I)C(=O)NC(CO)(C)C)I)(=O)NC=1C(=C(C(=C(C(=O)O)C1I)I)C(=O)NC(CO)(C)C)I (5,5'-Hexanedioyldiimino-bis[N-(2-hydroxy-1,1-dimethylethyl)-2,4,6-triiodoisophthalamic Acid]). RXN SMILES: [NH2:1][C:2]1[C:3]([I:21])=[C:4]([C:13]([NH:15][C:16]([CH3:20])([CH3:19])[CH2:17][OH:18])=[O:14])[C:5]([I:12])=[C:6]([C:10]=1[I:11])[C:7]([OH:9])=[O:8].[C:22](Cl)(=[O:30])[CH2:23][CH2:24][CH2:25][CH2:26][C:27](Cl)=[O:28]>CC(N(C)C)=O>[C:22]([NH:1][C:2]1[C:3]([I:21])=[C:4]([C:13]([NH:15][C:16]([CH3:19])([CH3:20])[CH2:17][OH:18])=[O:14])[C:5]([I:12])=[C:6]([C:10]=1[I:11])[C:7]([OH:9])=[O:8])(=[O:30])[CH2:23][CH2:24][CH2:25][CH2:26][C:27]([NH:1][C:2]1[C:3]([I:21])=[C:4]([C:13]([NH:15][C:16]([CH3:19])([CH3:20])[CH2:17][OH:18])=[O:14])[C:5]([I:12])=[C:6]([C:10]=1[I:11])[C:7]([OH:9])=[O:8])=[O:28]. Procedure details: Analogously to Example 10, 5-amino-N-(2-hydroxy-1,1-dimethylethyl)-2,4,6-triiodoisophthalamic acid is reacted with hexanedioic acid dichloride in dimethylacetamide, and the reaction mixture is worked up. The thus-obtained product melts at 280°-281° C., with decomposition. Reactants: COC=1C=C(C=CC1OC)C1=NNC([C@H]2CCCC[C@@H]12)=O ((cis)-4-(3,4-Dimethoxyphenyl)-4a,5,6,7,8,8a-hexahydro-2H-phthalazin-1-one), ClCC=1N=C(SC1)C (4-chloromethyl-2-methylthiazole), C(C1=CC=CC=C1)N1C([C@H]2CCCC[C@H]2C(=N1)C1=CC(=C(C=C1)OC)OC)=O ((cis)-2-Benzyl-4-(3,4-dimethoxyphenyl)-4a,5,6,7,8,8a-hexahydro-2H-phthalazin-1-one). Yields the product COC=1C=C(C=CC1OC)C1=NN(C([C@H]2CCCC[C@@H]12)=O)C=1N=C(SC1)C ((cis)-4-(3,4-Dimethoxyphenyl)-2-(2-methylthiazole-4-yl)-4a,5,6,7,8,8a-hexahydro-2H-phthalazin-1-one). RXN SMILES: [CH3:1][O:2][C:3]1[CH:4]=[C:5]([C:11]2[C@H:20]3[C@H:15]([CH2:16][CH2:17][CH2:18][CH2:19]3)[C:14](=[O:21])[NH:13][N:12]=2)[CH:6]=[CH:7][C:8]=1[O:9][CH3:10].ClC[C:24]1[N:25]=[C:26]([CH3:29])[S:27][CH:28]=1.C(N1N=C(C2C=CC(OC)=C(OC)C=2)[C@H]2[C@H](CCCC2)C1=O)C1C=CC=CC=1>>[CH3:1][O:2][C:3]1[CH:4]=[C:5]([C:11]2[C@H:20]3[C@H:15]([CH2:16][CH2:17][CH2:18][CH2:19]3)[C:14](=[O:21])[N:13]([C:24]3[N:25]=[C:26]([CH3:29])[S:27][CH:28]=3)[N:12]=2)[CH:6]=[CH:7][C:8]=1[O:9][CH3:10]. Procedure details: Prepared from compound 1 and 4-chloromethyl-2-methylthiazole as described for compound 78. Crystallized from ethyl acetate. M.p. 135°-137° C. Reactants: Cl.ClC1=CC=C(C=C1)C=1C=2C3=C(NC2C=CC1)CCNCC3 (10-(4-Chlorophenyl)-1,2,3,4,5,6-hexahydroazepino[4,5-b]indole hydrochloride), C(#N)[BH3-].[Na+] (sodium cyanoborohydride). The solvent is C(=O)(C(F)(F)F)O (TFA). Run at temperature 0 celsius, time 2 hour. Yields the product Cl.Cl.ClC1=CC=C(C=C1)C=1C=2[C@H]3[C@@H](NC2C=CC1)CCNCC3 ((5aS*,10bS*)-10-(4-Chlorophenyl)-1,2,3,4,5,5a,6,10b-octahydroazepino[4,5-b]indole Dihydrochloride). RXN SMILES: [ClH:1].[Cl:2][C:3]1[CH:8]=[CH:7][C:6]([C:9]2[C:10]3[C:11]4[CH2:22][CH2:21][NH:20][CH2:19][CH2:18][C:12]=4[NH:13][C:14]=3[CH:15]=[CH:16][CH:17]=2)=[CH:5][CH:4]=1.C([BH3-])#N.[Na+]>C(O)(C(F)(F)F)=O>[ClH:2].[ClH:1].[Cl:2][C:3]1[CH:8]=[CH:7][C:6]([C:9]2[C:10]3[C@@H:11]4[CH2:22][CH2:21][NH:20][CH2:19][CH2:18][C@@H:12]4[NH:13][C:14]=3[CH:15]=[CH:16][CH:17]=2)=[CH:5][CH:4]=1 |f:0.1,2.3,5.6.7|. Procedure details: 10-(4-Chlorophenyl)-1,2,3,4,5,6-hexahydroazepino[4,5-b]indole hydrochloride (140 mg) was dissolved in TFA (3 ml), cool to 0° C. and sodium cyanoborohydride was added portionwise (150 mg). The reaction mixture stirred two hours, was quenched with 2N NaOH, extracted with EtOAc, dried over MgSO4, filtered and concentrated. The product was dissolved in EtOAc and 1N HCl in Et2O was added. The solvent was evaporated and solid recrystallized from EtOAc/MeOH to provide the title compound: 1H NMR (DMSO-d... Reactants: C1CCNC1, O=Cc1ccccc1, [Na+], [Na+], N#C[Na], O=C([O-])O, O, O=S(=O)([O-])O. The product is N#CC(c1ccccc1)N1CCCC1. Reaction SMILES: [CH2:15]1[CH2:16][CH2:17][NH:18][CH2:19]1.[CH:1](=[O:2])[c:3]1[cH:4][cH:5][cH:6][cH:7][cH:8]1.[Na+:14].[Na+:28].[Na:20][C:21]#[N:22].[O-:24][C:25]([OH:26])=[O:27].[OH2:23].[S:9]([O-:10])([OH:11])(=[O:12])=[O:13]>>[CH:1]([c:3]1[cH:4][cH:5][cH:6][cH:7][cH:8]1)([N:18]1[CH2:17][CH2:16][CH2:15][CH2:19]1)[C:21]#[N:22].